This data is from the Open Reaction Database (ORD), a public repository of structured organic reaction records. The task is: describe an organic reaction: reactants, conditions, products, and yield Reactants: COC1=C(N(C2=CC=C(C=C12)C)C1=CC=CC=C1)C(=O)O (3-methoxy-5-methyl-1-phenylindole-2-carboxylic acid), acid chloride, NCC(CN(CC)CC)O (1-amino-3-diethylamino-2-hydroxypropane). The product is CC=1C=C2C(=C(N(C2=CC1)C1=CC=CC=C1)C(=O)NCC(CN(CC)CC)O)OC (5-Methyl-2-[3-(N,N-diethylamino)-2-hydroxypropylaminocarbonyl]-3-methoxy-1-phenylindole). Reaction SMILES: [CH3:1][O:2][C:3]1[C:11]2[C:6](=[CH:7][CH:8]=[C:9]([CH3:12])[CH:10]=2)[N:5]([C:13]2[CH:18]=[CH:17][CH:16]=[CH:15][CH:14]=2)[C:4]=1[C:19](O)=[O:20].[NH2:22][CH2:23][CH:24]([OH:31])[CH2:25][N:26]([CH2:29][CH3:30])[CH2:27][CH3:28]>>[CH3:12][C:9]1[CH:10]=[C:11]2[C:6](=[CH:7][CH:8]=1)[N:5]([C:13]1[CH:18]=[CH:17][CH:16]=[CH:15][CH:14]=1)[C:4]([C:19]([NH:22][CH2:23][CH:24]([OH:31])[CH2:25][N:26]([CH2:29][CH3:30])[CH2:27][CH3:28])=[O:20])=[C:3]2[O:2][CH3:1]. Procedure details: The above 3-methoxy-5-methyl-1-phenylindole-2-carboxylic acid is converted into its acid chloride analogously to Example 1H, and this is reacted with 1-amino-3-diethylamino-2-hydroxypropane. The title compound is obtained as an oily base. This base is dissolved in isopropanol, and citric acid is added to the solution. The citrate of the title compound which has precipitated is filtered off with suction and recrystallised from isopropanol. Melting point: 126°-128° C., yield: 7.7 g. Reactants: FC(C=1C=C(C=C(C1)C(F)(F)F)C=1C2=C(C3=C(N=C(N=C3C1)N)N)C=CN2)(F)F (6-(3,5-bis-trifluoromethyl-phenyl)-7H-pyrrolo[3,2-f]quinazoline-1,3-diamine), CC1(OB(OC1(C)C)C1=C(C=CC=C1)CCC(=O)O)C (3-[2-(4,4,5,5-tetramethyl-[1,3,2]dioxaborolan-2-yl)-phenyl]-propionic acid), C([O-])([O-])=O.[Na+].[Na+] (sodium carbonate), C(C)O (ethanol). Reagents/catalysts: C1=CC=C(C=C1)P(C2=CC=CC=C2)C3=CC=CC=C3.C1=CC=C(C=C1)P(C2=CC=CC=C2)C3=CC=CC=C3.C1=CC=C(C=C1)P(C2=CC=CC=C2)C3=CC=CC=C3.C1=CC=C(C=C1)P(C2=CC=CC=C2)C3=CC=CC=C3.[Pd] (tetrakis(triphenylphosphine)palladium(o)). Run in CO (methanol), COCCOC (ethylene glycol dimethyl ether). Run at temperature 25 celsius. The product is NC1=NC(=NC=2C=C(C3=C(C12)C=CN3)C3=C(C=CC=C3)CCC(=O)O)N (3-[2-(1,3-diamino-7H-pyrrolo[3,2-f]quinazolin-6-yl)-phenyl]-propionic acid). Isolated yield 11.6%. As a reaction SMILES: FC(F)(F)C1C=C([C:13]2[C:14]3[NH:27][CH:26]=[CH:25][C:15]=3[C:16]3[C:21]([CH:22]=2)=[N:20][C:19]([NH2:23])=[N:18][C:17]=3[NH2:24])C=C(C(F)(F)F)C=1.CC1(C)C(C)(C)OB([C:38]2[CH:43]=[CH:42][CH:41]=[CH:40][C:39]=2[CH2:44][CH2:45][C:46]([OH:48])=[O:47])O1.C(=O)([O-])[O-].[Na+].[Na+].C(O)C>CO.C1C=CC(P(C2C=CC=CC=2)C2C=CC=CC=2)=CC=1.C1C=CC(P(C2C=CC=CC=2)C2C=CC=CC=2)=CC=1.C1C=CC(P(C2C=CC=CC=2)C2C=CC=CC=2)=CC=1.C1C=CC(P(C2C=CC=CC=2)C2C=CC=CC=2)=CC=1.[Pd].COCCOC>[NH2:24][C:17]1[C:16]2[C:15]3[CH:25]=[CH:26][NH:27][C:14]=3[C:13]([C:38]3[CH:43]=[CH:42][CH:41]=[CH:40][C:39]=3[CH2:44][CH2:45][C:46]([OH:48])=[O:47])=[CH:22][C:21]=2[N:20]=[C:19]([NH2:23])[N:18]=1 |f:2.3.4,7.8.9.10.11|. Procedure: A mixture of 3-(2-bromo-phenyl)-propionic acid (458 mg, 2.0 mmol), 4,4,5,5,4′,4′,5′,5′-octamethyl-[2,2′]bi[[1,3,2]dioxaborolanyl](558 mg, 2.20 mmol), [1,1′-bis(diphenylphosphino)ferrocene]dichloropalladium (II) (132 mg, 0.18 mmol), and potassium acetate (589 mg, 6.0 mmol) was heated to 95° C. for 2 d. The resulting mixture was diluted with water and extracted with ethyl acetate. The combined organic layers were washed with a saturated aqueous sodium chloride solution, filtered through a pad of s... Starting materials: ClCCCCCBr, COC(=O)CC(C)=O, CO, C[O-], [Na+]. Product: COC(=O)C(CCCCCCl)C(C)=O. As a reaction SMILES: [Br:12][CH2:13][CH2:14][CH2:15][CH2:16][CH2:17][Cl:18].[C:1]([CH2:2][C:3](=[O:4])[CH3:5])(=[O:6])[O:7][CH3:8].[CH3:19][OH:20].[CH3:9][O-:10].[Na+:11]>>[C:1]([CH:2]([C:3](=[O:4])[CH3:5])[CH2:13][CH2:14][CH2:15][CH2:16][CH2:17][Cl:18])(=[O:6])[O:7][CH3:8]. The reactants are CCC(CC)(c1ccc(CCC(O[Si](C)(C)C(C)(C)C)C(C)(C)C)c(C)c1)c1ccc(-c2cc(O)cc(CC(=O)OC)c2)c(C)c1, ClCCl, O=C(O)C(F)(F)F. The product is CCC(CC)(c1ccc(CCC(O)C(C)(C)C)c(C)c1)c1ccc(-c2cc(O)cc(CC(=O)OC)c2)c(C)c1. RXN SMILES: [CH3:8][O:9][C:10]([CH2:11][c:12]1[cH:13][c:14](-[c:19]2[c:20]([CH3:52])[cH:21][c:22]([C:25]([CH2:26][CH3:27])([CH2:28][CH3:29])[c:30]3[cH:31][c:32]([CH3:51])[c:33]([CH2:36][CH2:37][CH:38]([C:39]([CH3:40])([CH3:41])[CH3:42])[O:43][Si:44]([C:45]([CH3:46])([CH3:47])[CH3:48])([CH3:49])[CH3:50])[cH:34][cH:35]3)[cH:23][cH:24]2)[cH:15][c:16]([OH:18])[cH:17]1)=[O:53].[Cl:54][CH2:55][Cl:56].[OH:1][C:2]([C:3]([F:4])([F:5])[F:6])=[O:7]>>[CH3:8][O:9][C:10]([CH2:11][c:12]1[cH:13][c:14](-[c:19]2[c:20]([CH3:52])[cH:21][c:22]([C:25]([CH2:26][CH3:27])([CH2:28][CH3:29])[c:30]3[cH:31][c:32]([CH3:51])[c:33]([CH2:36][CH2:37][CH:38]([C:39]([CH3:40])([CH3:41])[CH3:42])[OH:43])[cH:34][cH:35]3)[cH:23][cH:24]2)[cH:15][c:16]([OH:18])[cH:17]1)=[O:53]. The reactants are C=C(C)C(=O)OCC1(CC)COC(=O)OC1, CO, ClCCCl, Cc1ccc(S(=O)(=O)O)cc1. Product: C=C(C)C(=O)OCC(CC)(CO)COC(=O)OC. Reaction SMILES: [CH2:1]([CH3:2])[C:3]1([CH2:10][O:11][C:12]([C:13](=[CH2:14])[CH3:15])=[O:16])[CH2:4][O:5][C:6](=[O:9])[O:7][CH2:8]1.[CH3:17][OH:18].[Cl:30][CH2:31][CH2:32][Cl:33].[c:19]1([CH3:20])[cH:21][cH:22][c:23]([S:24]([OH:25])(=[O:26])=[O:27])[cH:28][cH:29]1>>[CH2:1]([CH3:2])[C:3]([CH2:8][O:7][C:6]([O:5][CH3:4])=[O:9])([CH2:10][O:11][C:12]([C:13](=[CH2:14])[CH3:15])=[O:16])[CH2:17][OH:18]. The reactants are CC1(C)Oc2cc(Br)cnc2NC1=O, CCC#N, C=CC(=O)N(C)Cc1oc2ccccc2c1C, CCN(C(C)C)C(C)C, CC(=O)[O-], CC(=O)[O-], CN(C)C=O, O, [Pd+2]. Yields the product Cc1c(CN(C)C(=O)C=Cc2cnc3c(c2)OC(C)(C)C(=O)N3)oc2ccccc12. RXN SMILES: [Br:27][c:28]1[cH:29][c:30]2[c:35]([n:36][cH:37]1)[NH:34][C:33](=[O:38])[C:32]([CH3:39])([CH3:40])[O:31]2.[C:41](#[N:42])[CH2:43][CH3:44].[CH3:1][N:2]([C:3]([CH:4]=[CH2:5])=[O:6])[CH2:7][c:8]1[o:9][c:10]2[c:11]([c:12]1[CH3:13])[cH:14][cH:15][cH:16][cH:17]2.[CH:18]([N:19]([CH:20]([CH3:21])[CH3:22])[CH2:23][CH3:24])([CH3:25])[CH3:26].[O-:52][C:53]([CH3:54])=[O:55].[O-:56][C:57]([CH3:58])=[O:59].[O:45]=[CH:46][N:47]([CH3:48])[CH3:49].[OH2:50].[Pd+2:51]>>[CH3:1][N:2]([C:3]([CH:4]=[CH:5][c:28]1[cH:29][c:30]2[c:35]([n:36][cH:37]1)[NH:34][C:33](=[O:38])[C:32]([CH3:39])([CH3:40])[O:31]2)=[O:6])[CH2:7][c:8]1[o:9][c:10]2[c:11]([c:12]1[CH3:13])[cH:14][cH:15][cH:16][cH:17]2. The reactants are C1CCOC1, CN, CSC1=NCC(c2ccc([N+](=O)[O-])cc2)c2cc(Cl)ccc21. Yields the product CNC1=NCC(c2ccc([N+](=O)[O-])cc2)c2cc(Cl)ccc21. RXN SMILES: [CH2:25]1[O:26][CH2:27][CH2:28][CH2:29]1.[CH3:23][NH2:24].[Cl:1][c:2]1[cH:3][c:4]2[c:9]([cH:10][cH:11]1)[C:8]([S:12][CH3:13])=[N:7][CH2:6][CH:5]2[c:14]1[cH:15][cH:16][c:17]([N+:20](=[O:21])[O-:22])[cH:18][cH:19]1>>[Cl:1][c:2]1[cH:3][c:4]2[c:9]([cH:10][cH:11]1)[C:8]([NH:24][CH3:23])=[N:7][CH2:6][CH:5]2[c:14]1[cH:15][cH:16][c:17]([N+:20](=[O:21])[O-:22])[cH:18][cH:19]1.